From a dataset of the Open Reaction Database (ORD), a public repository of structured organic reaction records. describe an organic reaction: reactants, conditions, products, and yield Starting materials: CC1=C(N=CSC1)C(=O)OCC(Cl)(Cl)Cl (2,2,2-trichloroethyl 5-methyl-6H-1,3-thiazine-4-carboxylate), C(C(C)C)(=O)OCC1=C(N=CSC1)C(=O)OCOC (methoxymethyl 5-isobutyryloxymethyl-6H-1,3-thiazine-4-carboxylate), COCC1=C(N=CSC1)C(=O)OCC1=CC=C(C=C1)OC (p-methoxybenzyl 5-methoxymethyl-6H-1,3-thiazine-4-carboxylate), N(=[N+]=[N-])C(C(=O)Cl)OC (2-azido-2-methoxyacetyl chloride). Yields the product COCC=1CS[C@H]2N(C1C(=O)[O-])C([C@@]2(OC)N=[N+]=[N-])=O (3-methoxymethyl-7β-azido-7α-methoxy-3-cephem-4-carboxylate), 2,2,2-trichloroethyl d1-3-methyl-7β-azido-7α-methoxy-3-cephem-4-carboxylate, C(C(C)C)(=O)OCC=1CS[C@H]2N(C1C(=O)[O-])C([C@@]2(OC)N=[N+]=[N-])=O (3-isobutyryloxymethyl-7β-azido-7α-methoxy-3-cephem-4-carboxylate). RXN SMILES: [CH3:1][O:2][CH2:3][C:4]1[CH2:9][S:8][CH:7]=[N:6][C:5]=1[C:10]([O:12]CC1C=CC(OC)=CC=1)=[O:11].CC1CSC=NC=1C(OCC(Cl)(Cl)Cl)=O.[C:37]([O:42][CH2:43][C:44]1[CH2:49][S:48][CH:47]=[N:46][C:45]=1[C:50]([O:52]COC)=[O:51])(=[O:41])[CH:38]([CH3:40])[CH3:39].[N:56]([CH:59]([O:63][CH3:64])[C:60](Cl)=[O:61])=[N+:57]=[N-:58]>>[CH3:1][O:2][CH2:3][C:4]1[CH2:9][S:8][C@@H:7]2[C@@:59]([N:56]=[N+:57]=[N-:58])([O:63][CH3:64])[C:60](=[O:61])[N:6]2[C:5]=1[C:10]([O-:12])=[O:11].[C:37]([O:42][CH2:43][C:44]1[CH2:49][S:48][C@@H:47]2[C@@:59]([N:56]=[N+:57]=[N-:58])([O:63][CH3:64])[C:60](=[O:61])[N:46]2[C:45]=1[C:50]([O-:52])=[O:51])(=[O:41])[CH:38]([CH3:39])[CH3:40]. Procedure details: Following the procedures described in Example 40 p-methoxybenzyl 5-methoxymethyl-6H-1,3-thiazine-4-carboxylate, 2,2,2-trichloroethyl 5-methyl-6H-1,3-thiazine-4-carboxylate or methoxymethyl 5-isobutyryloxymethyl-6H-1,3-thiazine-4-carboxylate are reacted with 2-azido-2-methoxyacetyl chloride to obtain p-methoxybenzyl dl-3-methoxymethyl-7β-azido-7α-methoxy-3-cephem-4-carboxylate, 2,2,2-trichloroethyl d1-3-methyl-7β-azido-7α-methoxy-3-cephem-4-carboxylate and methoxymethyl dl-3-isobutyryloxymethyl-7... Reactants: Brc1cccnc1, CN1CCC(c2c[nH]c3ccc(B(O)O)cc23)CC1, CCOC(C)=O, ClCCl, [Na+], [Na+], [Na+], O=C([O-])[O-], C1CCOC1, [OH-]. The product is CN1CCC(c2c[nH]c3ccc(-c4cccnc4)cc23)CC1. RXN SMILES: [Br:20][c:21]1[cH:22][n:23][cH:24][cH:25][cH:26]1.[CH3:1][N:2]1[CH2:3][CH2:4][CH:5]([c:8]2[cH:9][nH:10][c:11]3[cH:12][cH:13][c:14]([B:17]([OH:18])[OH:19])[cH:15][c:16]23)[CH2:6][CH2:7]1.[CH3:41][CH2:42][O:43][C:44](=[O:45])[CH3:46].[Cl:27][CH2:28][Cl:29].[Na+:30].[Na+:31].[Na+:48].[O-:32][C:33](=[O:34])[O-:35].[O:36]1[CH2:37][CH2:38][CH2:39][CH2:40]1.[OH-:47]>>[CH3:1][N:2]1[CH2:3][CH2:4][CH:5]([c:8]2[cH:9][nH:10][c:11]3[cH:12][cH:13][c:14](-[c:21]4[cH:22][n:23][cH:24][cH:25][cH:26]4)[cH:15][c:16]23)[CH2:6][CH2:7]1. Reactants: Br.C(C1=CC=CC=C1)N1N=CSC1=N (4-Benzyl-5-imino-1,3,4-thiadiazoline hydrobromide), C(C(=O)Cl)(=O)Cl (Oxalyl chloride), FC(C1=CC=NC=C1C(=O)O)(F)F (4-trifluoromethylnicotinic acid), CN(C=O)C (N,N-dimethylformamide). Run in ClCCl (dichloromethane). Run at temperature 20 celsius, time 1 hour. Product: C(C1=CC=CC=C1)N1N=CSC1=NC(=O)C=1C=NC=CC1C(F)(F)F (4-benzyl-5-(4-trifluoromethyl-3-pyridylcarbonyl)imino-1,3,4-thiadiazoline). Isolated yield 15.7%. As a reaction SMILES: C(Cl)(=O)C(Cl)=O.[F:7][C:8]([F:19])([F:18])[C:9]1[C:14]([C:15]([OH:17])=O)=[CH:13][N:12]=[CH:11][CH:10]=1.CN(C)C=O.Br.[CH2:26]([N:33]1[C:37](=[NH:38])[S:36][CH:35]=[N:34]1)[C:27]1[CH:32]=[CH:31][CH:30]=[CH:29][CH:28]=1>ClCCl>[CH2:26]([N:33]1[C:37](=[N:38][C:15]([C:14]2[CH:13]=[N:12][CH:11]=[CH:10][C:9]=2[C:8]([F:7])([F:19])[F:18])=[O:17])[S:36][CH:35]=[N:34]1)[C:27]1[CH:32]=[CH:31][CH:30]=[CH:29][CH:28]=1 |f:3.4|. Procedure details: Oxalyl chloride (0.6 ml) was added to a suspension of 4-trifluoromethylnicotinic acid (1 g) and a catalytic amount of N,N-dimethylformamide in dichloromethane, and stirred at 20° C. for 1 hour. 4-Benzyl-5-imino-1,3,4-thiadiazoline hydrobromide (1.44 g) was added under ice cooling, and was stirred at 20° C. for 1 hour. The mixture was then washed (water), dried (magnesium sulfate), evaporated and the residue recrystallized (ethanol) to give 4-benzyl-5-(4-trifluoromethyl-3-pyridylcarbonyl)imino-1,... Reactants: O=C(OCc1ccccc1)c1cc(OCc2ccccc2)nn1-c1ccccc1, CCO, Cl, [Na+], C1CCOC1, [OH-]. The product is O=C(O)c1cc(OCc2ccccc2)nn1-c1ccccc1. Reaction SMILES: [CH2:1]([c:2]1[cH:3][cH:4][cH:5][cH:6][cH:7]1)[O:8][c:9]1[n:10][n:11](-[c:24]2[cH:25][cH:26][cH:27][cH:28][cH:29]2)[c:12]([C:14](=[O:15])[O:16][CH2:17][c:18]2[cH:19][cH:20][cH:21][cH:22][cH:23]2)[cH:13]1.[CH3:38][CH2:39][OH:40].[ClH:37].[Na+:31].[O:32]1[CH2:33][CH2:34][CH2:35][CH2:36]1.[OH-:30]>>[CH2:1]([c:2]1[cH:3][cH:4][cH:5][cH:6][cH:7]1)[O:8][c:9]1[n:10][n:11](-[c:24]2[cH:25][cH:26][cH:27][cH:28][cH:29]2)[c:12]([C:14](=[O:15])[OH:16])[cH:13]1.